Dataset: the Open Reaction Database (ORD), a public repository of structured organic reaction records. Task: describe an organic reaction: reactants, conditions, products, and yield The reactants are O=Cc1ccccc1, [Cl-], [Cl-], Nc1cc(Cl)c(Cl)cc1Cl, N#C[K], O, [Zn+2]. Product: N#CC(Nc1cc(Cl)c(Cl)cc1Cl)c1ccccc1. As a reaction SMILES: [CH:1](=[O:2])[c:3]1[cH:4][cH:5][cH:6][cH:7][cH:8]1.[Cl-:22].[Cl-:24].[Cl:9][c:10]1[c:11]([NH2:18])[cH:12][c:13]([Cl:17])[c:14]([Cl:16])[cH:15]1.[K:19][C:20]#[N:21].[OH2:25].[Zn+2:23]>>[CH:1]([c:3]1[cH:4][cH:5][cH:6][cH:7][cH:8]1)([NH:18][c:11]1[c:10]([Cl:9])[cH:15][c:14]([Cl:16])[c:13]([Cl:17])[cH:12]1)[C:20]#[N:21]. Starting materials: CN(C=O)C (dimethylformamide), C[O-].[Na+] (sodium methoxide), FC1=CC(=C(C#N)C(=C1)[N+](=O)[O-])[N+](=O)[O-] (4-fluoro-2,6-dinitrobenzonitrile). Run in CO (methanol). Conditions: temperature 0 celsius. Yields the product COC1=CC(=C(C#N)C(=C1)[N+](=O)[O-])[N+](=O)[O-] (4-methoxy-2,6-dinitrobenzonitrile). Reaction SMILES: F[C:2]1[CH:9]=[C:8]([N+:10]([O-:12])=[O:11])[C:5]([C:6]#[N:7])=[C:4]([N+:13]([O-:15])=[O:14])[CH:3]=1.CN(C)[CH:18]=[O:19].C[O-].[Na+]>CO>[CH3:18][O:19][C:2]1[CH:9]=[C:8]([N+:10]([O-:12])=[O:11])[C:5]([C:6]#[N:7])=[C:4]([N+:13]([O-:15])=[O:14])[CH:3]=1 |f:2.3|. Procedure: To 1.92 g (9.11 mmol) of 4-fluoro-2,6-dinitrobenzonitrile dissolved in 20 mL methanol and 3 mL dimethylformamide at 0° C. was added 1.87 mL (1 eq., 4.87 M in methanol) sodium methoxide over 1 hour. The mixture was stirred an additional hour at 0° C., partitioned between ethyl acetate and water, dried over magnesium sulfate and concentrated under reduced pressure. Column chromatography, eluting with ethyl acetate/hexanes, provided 1.32 g of 4-methoxy-2,6-dinitrobenzonitrile. Starting materials: Boc, C(#N)C1(CC1)NC(=O)[C@H](CC(C)(F)F)NC(OC(C)(C)C)=O (tert-Butyl [(S)-1-(1-cyanocyclopropylcarbamoyl)-3,3-difluorobutyl]carbamate). Solvent: C(=O)(C(F)(F)F)O.C(Cl)Cl (TFA DCM). Conditions: time 30 minute. Yields the product C(#N)C1(CC1)NC([C@H](CC(C)(F)F)N)=O (N-(1-cyanocyclopropyl)-(S)-2-amino-4,4-difluoropentanamide). As a reaction SMILES: [C:1]([C:3]1([NH:6][C:7]([C@@H:9]([NH:15]C(=O)OC(C)(C)C)[CH2:10][C:11]([F:14])([F:13])[CH3:12])=[O:8])[CH2:5][CH2:4]1)#[N:2]>C(O)(C(F)(F)F)=O.C(Cl)Cl>[C:1]([C:3]1([NH:6][C:7](=[O:8])[C@@H:9]([NH2:15])[CH2:10][C:11]([F:14])([F:13])[CH3:12])[CH2:4][CH2:5]1)#[N:2] |f:1.2|. Procedure details: To detach the Boc protecting group, the compound from example 17 (580 mg, 1.83 mmol) was admixed with 10 ml of 1:1 TFA/DCM and stirred at RT for 30 min. Subsequently, the mixture was concentrated by evaporation under reduced pressure and subjected to azeotropic distillation with dichloromethane and toluene, and solvent residues were removed under high vacuum. The product was present as the trifluoroaceate.